Dataset: the Open Reaction Database (ORD), a public repository of structured organic reaction records. Task: describe an organic reaction: reactants, conditions, products, and yield Starting materials: O[C@@H]1C(C[C@@H](CC1)NC1=NC(=NC=C1C#N)S(=O)(=O)C)(C)C (4-(((1R,4S)-4-hydroxy-3,3-dimethylcyclohexyl)amino)-2-(methylsulfonyl)pyrimidine-5-carbonitrile), ClC=1C(=C(C=CC1)CCN)C(F)(F)F (2-(3-chloro-2-(trifluoromethyl)phenyl)ethanamine), CCN(C(C)C)C(C)C (DIEA). The solvent is C1CCOC1 (THF). Reaction conditions: temperature 100 celsius, time 1.5 hour. Product: ClC=1C(=C(CCNC2=NC=C(C(=N2)N[C@H]2CC([C@H](CC2)O)(C)C)C#N)C=CC1)C(F)(F)F (2-((3-Chloro-2-(trifluoromethyl)phenethyl)amino)-4-(((1R,4S)-4-hydroxy-3,3-dimethylcyclohexyl)amino)pyrimidine-5-carbonitrile). The yield is 39.1%. RXN SMILES: [OH:1][C@H:2]1[CH2:7][CH2:6][C@@H:5]([NH:8][C:9]2[C:14]([C:15]#[N:16])=[CH:13][N:12]=[C:11](S(C)(=O)=O)[N:10]=2)[CH2:4][C:3]1([CH3:22])[CH3:21].[Cl:23][C:24]1[C:25]([C:33]([F:36])([F:35])[F:34])=[C:26]([CH2:30][CH2:31][NH2:32])[CH:27]=[CH:28][CH:29]=1.CCN(C(C)C)C(C)C>C1COCC1>[Cl:23][C:24]1[C:25]([C:33]([F:34])([F:35])[F:36])=[C:26]([CH:27]=[CH:28][CH:29]=1)[CH2:30][CH2:31][NH:32][C:11]1[N:10]=[C:9]([NH:8][C@@H:5]2[CH2:6][CH2:7][C@H:2]([OH:1])[C:3]([CH3:22])([CH3:21])[CH2:4]2)[C:14]([C:15]#[N:16])=[CH:13][N:12]=1. Procedure: A mixture of 4-(((1R,4S)-4-hydroxy-3,3-dimethylcyclohexyl)amino)-2-(methylsulfonyl)pyrimidine-5-carbonitrile (75 mg, 0.23 mmol), 2-(3-chloro-2-(trifluoromethyl)phenyl)ethanamine (100 mg, crude) and DIEA (85 mg, 0.66 mmol) in THF (2 mL) was stirred at 100° C. in a microwave reactor for 1.5 h. After cooling to room temperature, the reaction mixture was concentrated and the residue was purified by standard methods to afford the title compound (42.2 mg, 0.090 mmol, 39% yield). 1H NMR (400 MHz, CD3OD... Starting materials: [H-], C[N+](=O)[O-], [Na+], CC(=O)NCC1CN(c2ccc(N3CCC(=O)CC3)c(F)c2)C(=O)O1. Product: CC(=O)NCC1CN(c2ccc(N3CCC(O)(C[N+](=O)[O-])CC3)c(F)c2)C(=O)O1. RXN SMILES: [H-:1].[N+:3](=[O:4])([O-:5])[CH3:6].[Na+:2].[O:7]=[C:8]1[CH2:9][CH2:10][N:11]([c:14]2[c:15]([F:31])[cH:16][c:17]([N:20]3[C:21](=[O:30])[O:22][CH:23]([CH2:25][NH:26][C:27]([CH3:28])=[O:29])[CH2:24]3)[cH:18][cH:19]2)[CH2:12][CH2:13]1>>[N+:3](=[O:4])([O-:5])[CH2:6][C:8]1([OH:7])[CH2:9][CH2:10][N:11]([c:14]2[c:15]([F:31])[cH:16][c:17]([N:20]3[C:21](=[O:30])[O:22][CH:23]([CH2:25][NH:26][C:27]([CH3:28])=[O:29])[CH2:24]3)[cH:18][cH:19]2)[CH2:12][CH2:13]1. Starting materials: C(CCCCCCCCCCCCC)OC[C@@H](O)CO (1-tetradecyl-sn-glycerol), C1(=CC=CC=C1)C(Cl)(C1=CC=CC=C1)C1=CC=CC=C1 (triphenylchloromethane). Solvent: N1=CC=CC=C1 (pyridine). The product is C(CCCCCCCCCCCCC)OC[C@@H](O)COC(C1=CC=CC=C1)(C1=CC=CC=C1)C1=CC=CC=C1 (1-tetradecyl-3-trityl-sn-glycerol). Reaction SMILES: [CH2:1]([O:15][CH2:16][C@H:17]([CH2:19][OH:20])[OH:18])[CH2:2][CH2:3][CH2:4][CH2:5][CH2:6][CH2:7][CH2:8][CH2:9][CH2:10][CH2:11][CH2:12][CH2:13][CH3:14].[C:21]1([C:27]([C:35]2[CH:40]=[CH:39][CH:38]=[CH:37][CH:36]=2)([C:29]2[CH:34]=[CH:33][CH:32]=[CH:31][CH:30]=2)Cl)[CH:26]=[CH:25][CH:24]=[CH:23][CH:22]=1>N1C=CC=CC=1>[CH2:1]([O:15][CH2:16][C@H:17]([CH2:19][O:20][C:27]([C:21]1[CH:26]=[CH:25][CH:24]=[CH:23][CH:22]=1)([C:35]1[CH:36]=[CH:37][CH:38]=[CH:39][CH:40]=1)[C:29]1[CH:30]=[CH:31][CH:32]=[CH:33][CH:34]=1)[OH:18])[CH2:2][CH2:3][CH2:4][CH2:5][CH2:6][CH2:7][CH2:8][CH2:9][CH2:10][CH2:11][CH2:12][CH2:13][CH3:14]. Procedure: In 30 ml of dry pyridine, 2.82 g of 1-tetradecyl-sn-glycerol is allowed to react 3.27 g of triphenylchloromethane to give 1-tetradecyl-3-trityl-sn-glycerol. This compound is subjected to methylation with methyl iodide and deprotection to give 2 g of 1-tetradecyl-2-methyl-sn-glycerol. The reactants are NC1=C(C=CC(=C1)C(C)(C)C)NC(CCC1CC(C1)N(CC(C)C)C[C@H]1C[C@H]([C@@H]2OC(O[C@@H]21)(C)C)N2C=CC1=C2N=CN=C1NCC1=C(C=C(C=C1)OC)OC)=O (N-(2-amino-4-(tert-butyl)phenyl)-3-(3-((((3aR,4R,6R,6aS)-6-(4-((2,4-dimethoxybenzyl)amino)-7H-pyrrolo[2,3-d]pyrimidin-7-yl)-2,2-dimethyltetrahydro-3aH-cyclopenta[d][1,3]dioxol-4-yl)methyl)(isobutyl)amino)cyclobutyl)propanamide). Run in C(C)(=O)O (Acetic acid). Yields the product C(C)(C)(C)C1=CC2=C(NC(=N2)CCC2CC(C2)N(CC(C)C)C[C@H]2C[C@H]([C@H]3[C@@H]2OC(O3)(C)C)N3C=CC2=C3N=CN=C2NCC2=C(C=C(C=C2)OC)OC)C=C1 (7-((3aS,4R,6R,6aR)-6-(((3-(2-(5-(tert-butyl)-1H-benzo[d]imidazol-2-yl)ethyl)cyclobutyl)(isobutyl)amino)methyl)-2,2-dimethyltetrahydro-3aH-cyclopenta[d][1,3]dioxol-4-yl)-N-(2,4-dimethoxybenzyl)-7H-pyrrolo[2,3-d]pyrimidin-4-amine). Yield: 53.8%. As a reaction SMILES: [NH2:1][C:2]1[CH:7]=[C:6]([C:8]([CH3:11])([CH3:10])[CH3:9])[CH:5]=[CH:4][C:3]=1[NH:12][C:13](=O)[CH2:14][CH2:15][CH:16]1[CH2:19][CH:18]([N:20]([CH2:25][C@@H:26]2[C@@H:33]3[C@@H:29]([O:30][C:31]([CH3:35])([CH3:34])[O:32]3)[C@H:28]([N:36]3[C:40]4[N:41]=[CH:42][N:43]=[C:44]([NH:45][CH2:46][C:47]5[CH:52]=[CH:51][C:50]([O:53][CH3:54])=[CH:49][C:48]=5[O:55][CH3:56])[C:39]=4[CH:38]=[CH:37]3)[CH2:27]2)[CH2:21][CH:22]([CH3:24])[CH3:23])[CH2:17]1>C(O)(=O)C>[C:8]([C:6]1[CH:5]=[CH:4][C:3]2[NH:12][C:13]([CH2:14][CH2:15][CH:16]3[CH2:19][CH:18]([N:20]([CH2:25][C@@H:26]4[C@H:33]5[O:32][C:31]([CH3:34])([CH3:35])[O:30][C@H:29]5[C@H:28]([N:36]5[C:40]6[N:41]=[CH:42][N:43]=[C:44]([NH:45][CH2:46][C:47]7[CH:52]=[CH:51][C:50]([O:53][CH3:54])=[CH:49][C:48]=7[O:55][CH3:56])[C:39]=6[CH:38]=[CH:37]5)[CH2:27]4)[CH2:21][CH:22]([CH3:24])[CH3:23])[CH2:17]3)=[N:1][C:2]=2[CH:7]=1)([CH3:9])([CH3:11])[CH3:10]. Procedure: A solution of N-(2-amino-4-(tert-butyl)phenyl)-3-(3-((((3aR,4R,6R,6aS)-6-(4-((2,4-dimethoxybenzyl)amino)-7H-pyrrolo[2,3-d]pyrimidin-7-yl)-2,2-dimethyltetrahydro-3aH-cyclopenta[d][1,3]dioxol-4-yl)methyl)(isobutyl)amino)cyclobutyl)propanamide (1.71 g, 2.19 mmol) in Acetic acid (6 ml) was stirred overnight at 60° C., the volatiles were removed in vacuo and the remaining residue was purified by flash chromatography (SiO2, DCM I 7N NH3 in MeOH 94:6) to yield the desired compound (0.9 g) as a foam. Reactants: ClCCCCN1C(=C2CCN(C(C2=C(C1=O)O)=O)CC1=CC(=C(C=C1)F)Cl)C(=O)OC (methyl 2-(4-chlorobutyl)-6-(3-chloro-4-fluorobenzyl)-4-hydroxy-3,5-dioxo-2,3,5,6,7,8-hexahydro-2,6-naphthyridine-1-carboxylate), CN (methylamine). Reagents/catalysts: [I-].C(CCC)[N+](CCCC)(CCCC)CCCC (tetra-n-butylammonium iodide). The solvent is O1CCCC1 (tetrahydrofuran), O1CCCC1 (tetrahydrofuran). Run at temperature 60 celsius. Product: ClC=1C=C(CN2C(C3=C(C(N(C(=C3CC2)C(=O)OC)CCCCNC)=O)O)=O)C=CC1F (Methyl 6-(3-chloro-4-fluorobenzyl)-4-hydroxy-2-[4-(methylamino)butyl]-3,5-dioxo-2,3,5,6,7,8-hexahydro-2,6-naphthyridine-1-carboxylate). RXN SMILES: Cl[CH2:2][CH2:3][CH2:4][CH2:5][N:6]1[C:15](=[O:16])[C:14]([OH:17])=[C:13]2[C:8]([CH2:9][CH2:10][N:11]([CH2:19][C:20]3[CH:25]=[CH:24][C:23]([F:26])=[C:22]([Cl:27])[CH:21]=3)[C:12]2=[O:18])=[C:7]1[C:28]([O:30][CH3:31])=[O:29].[CH3:32][NH2:33]>O1CCCC1.[I-].C([N+](CCCC)(CCCC)CCCC)CCC>[Cl:27][C:22]1[CH:21]=[C:20]([CH:25]=[CH:24][C:23]=1[F:26])[CH2:19][N:11]1[CH2:10][CH2:9][C:8]2[C:13](=[C:14]([OH:17])[C:15](=[O:16])[N:6]([CH2:5][CH2:4][CH2:3][CH2:2][NH:33][CH3:32])[C:7]=2[C:28]([O:30][CH3:31])=[O:29])[C:12]1=[O:18] |f:3.4|. Reported procedure: A mixture of methyl 2-(4-chlorobutyl)-6-(3-chloro-4-fluorobenzyl)-4-hydroxy-3,5-dioxo-2,3,5,6,7,8-hexahydro-2,6-naphthyridine-1-carboxylate (0.10 g, 0.21 mmol), methylamine in tetrahydrofuran (1 mL, 2M), and tetra-n-butylammonium iodide in tetrahydrofuran (5 mL) was heated at 60° C. for 3 days. The reaction mixture was concentrated under vacuum. The residue was partitioned between dichloromethane and saturated aqueous sodium bicarbonate. The organic extract was washed with brine, dried over anhy... The reactants are O=C(Cl)C12CC3CC(CC(C3)C1)C2, N#CN, [Na+], [OH-]. Product: N#CNC(=O)C12CC3CC(CC(C3)C1)C2. RXN SMILES: [C:4]12([C:14](=[O:15])[Cl:16])[CH2:5][CH:6]3[CH2:7][CH:8]([CH2:9][CH:10]([CH2:11]1)[CH2:12]3)[CH2:13]2.[NH2:1][C:2]#[N:3].[Na+:18].[OH-:17]>>[N:1]#[C:2][NH:3][C:14]([C:4]12[CH2:5][CH:6]3[CH2:7][CH:8]([CH2:9][CH:10]([CH2:11]1)[CH2:12]3)[CH2:13]2)=[O:15].